From a dataset of the Open Reaction Database (ORD), a public repository of structured organic reaction records. describe an organic reaction: reactants, conditions, products, and yield Reactants: O=C(CBr)c1cccc(Br)c1, C1COCCN1, ClCCl. Product: O=C(CN1CCOCC1)c1cccc(Br)c1. Reaction SMILES: [Br:7][CH2:8][C:9](=[O:10])[c:11]1[cH:12][c:13]([Br:17])[cH:14][cH:15][cH:16]1.[CH2:1]1[CH2:2][O:3][CH2:4][CH2:5][NH:6]1.[Cl:18][CH2:19][Cl:20]>>[CH2:1]1[CH2:2][O:3][CH2:4][CH2:5][N:6]1[CH2:8][C:9](=[O:10])[c:11]1[cH:12][c:13]([Br:17])[cH:14][cH:15][cH:16]1. Reactants: [Al+3].[Cl-].[Cl-].[Cl-] (AlCl3), ClC(C)(CCC(C)(C)Cl)C (2,5-Dichloro-2,5-dimethylhexane), C1(=CC=CC=C1)C (toluene), ice. Conditions: time 2 hour. Product: CC1=CC=2C(CCC(C2C=C1)(C)C)(C)C (5,6,7,8-tetrahydro-2,5,5,8,8-pentamethylnaphthalene). Isolated yield 90.0%. RXN SMILES: Cl[C:2]([CH3:10])([CH2:4][CH2:5][C:6](Cl)([CH3:8])[CH3:7])[CH3:3].[Al+3].[Cl-].[Cl-].[Cl-].[C:15]1([CH3:21])[CH:20]=[CH:19][CH:18]=[CH:17][CH:16]=1>>[CH3:21][C:15]1[CH:20]=[CH:19][C:18]2[C:6]([CH3:8])([CH3:7])[CH2:5][CH2:4][C:2]([CH3:10])([CH3:3])[C:17]=2[CH:16]=1 |f:1.2.3.4|. Procedure: 2,5-Dichloro-2,5-dimethylhexane (67.5 g, 0.369 mol) was dissolved in dry toluene (200 ml), and then AlCl3 (4.05 g, 30.4 mmol) was crushed up and added portionwise to the solution. After being left for 2 hours, the reaction mixture was poured into ice/5% HCl and the mixture was extracted with hexane. The organic layer was washed each twice with water, aqueous sodium hydrogen carbonate, and then with water, dried over MgSO4, and the solvent was removed by evaporation. The residue was distilled to ... Starting materials: CC(CN)(N)C (1,1-dimethylethylenediamine), C1(=CC=CC=C1)CC(=O)Cl (phenylacetyl chloride). The solvent is CCOCC (ether), CCOCC (ether). Reaction conditions: time 2 hour. The product is CC(CNC(CC1=CC=CC=C1)=O)(C)N (1,1-dimethyl-2-(2-phenylacetamido)ethylamine). The yield is 63.7%. As a reaction SMILES: [CH3:1][C:2]([CH3:6])([NH2:5])[CH2:3][NH2:4].[C:7]1([CH2:13][C:14](Cl)=[O:15])[CH:12]=[CH:11][CH:10]=[CH:9][CH:8]=1>CCOCC>[CH3:1][C:2]([NH2:5])([CH3:6])[CH2:3][NH:4][C:14](=[O:15])[CH2:13][C:7]1[CH:12]=[CH:11][CH:10]=[CH:9][CH:8]=1. Procedure: A solution of 1,1-dimethylethylenediamine (8.8 g.) in ether (250 ml.) was added during 2 hours to a stirred solution of phenylacetyl chloride (15.4 g.) in ether (250 ml.). This mixture was further stirred for 2 hours. The solid was separated by filtration, and dissolved in warm water (150 ml.). The solution obtained was filtered. The filtrate was basified by addition of an excess of saturated aqueous sodium carbonate solution (50 ml.), and then extracted with chloroform (3×250 ml.). The extracts... Starting materials: CC1(CCCNC(=O)c2[nH]c(-c3ccccc3)c3cc(Cl)ccc23)OCCO1, COS(=O)(=O)c1ccc(C)cc1, CN(C)C=O, CO, [Na]. Yields the product Cn1c(C(=O)NCCCC2(C)OCCO2)c2ccc(Cl)cc2c1-c1ccccc1. RXN SMILES: [CH3:1][C:2]1([CH2:7][CH2:8][CH2:9][NH:10][C:11](=[O:12])[c:13]2[nH:14][c:15](-[c:23]3[cH:24][cH:25][cH:26][cH:27][cH:28]3)[c:16]3[cH:17][c:18]([Cl:22])[cH:19][cH:20][c:21]23)[O:3][CH2:4][CH2:5][O:6]1.[CH3:30][O:31][S:32]([c:33]1[cH:34][cH:35][c:36]([CH3:37])[cH:38][cH:39]1)(=[O:40])=[O:41].[CH3:42][N:43]([CH3:44])[CH:45]=[O:46].[CH3:47][OH:48].[Na:29]>>[CH3:1][C:2]1([CH2:7][CH2:8][CH2:9][NH:10][C:11](=[O:12])[c:13]2[n:14]([CH3:30])[c:15](-[c:23]3[cH:24][cH:25][cH:26][cH:27][cH:28]3)[c:16]3[cH:17][c:18]([Cl:22])[cH:19][cH:20][c:21]23)[O:3][CH2:4][CH2:5][O:6]1. Reactants: NC(=CC#N)C1=CC=C(C=C1)OC1=CC=CC=C1 (3-Amino-3-(4-phenoxyphenyl)acrylonitrile), C(CC(=O)OCC)(=O)OCC (diethyl malonate). The product is OC=1C(=C(NC(C1)=O)C1=CC=C(C=C1)OC1=CC=CC=C1)C#N (4-hydroxy-6-oxo-2-(4-phenoxyphenyl)-1,6-dihydropyridine-3-carbonitrile). Yield: 74.1%. Reaction SMILES: [NH2:1][C:2]([C:6]1[CH:11]=[CH:10][C:9]([O:12][C:13]2[CH:18]=[CH:17][CH:16]=[CH:15][CH:14]=2)=[CH:8][CH:7]=1)=[CH:3][C:4]#[N:5].[C:19](OCC)(=[O:26])[CH2:20][C:21](OCC)=[O:22]>>[OH:26][C:19]1[C:3]([C:4]#[N:5])=[C:2]([C:6]2[CH:11]=[CH:10][C:9]([O:12][C:13]3[CH:18]=[CH:17][CH:16]=[CH:15][CH:14]=3)=[CH:8][CH:7]=2)[NH:1][C:21](=[O:22])[CH:20]=1. Reported procedure: 3-Amino-3-(4-phenoxyphenyl)acrylonitrile (720 mg, 3.05 mmol) in diethyl malonate (9 mL, 59.3 mmol) was microwaved at 250° C. for 10 min. After cooling to room temperature, the solid was collected by filtration, washed with 20% isopropanol in heptanes and dried under vacuum to give 4-hydroxy-6-oxo-2-(4-phenoxyphenyl)-1,6-dihydropyridine-3-carbonitrile (688 mg, 74% yield). 1H NMR (400 MHz, DMSO-d6) δ ppm 11.95 (1H, br. s), 7.67 (2H, δ, J=8.53 Hz), 7.48 (2H, t, J=7.91 Hz), 7.25 (1H, t, J=7.40 Hz), ...